This data is from the Open Reaction Database (ORD), a public repository of structured organic reaction records. The task is: describe an organic reaction: reactants, conditions, products, and yield Starting materials: COC(C1=CC(=C(C=C1)NC1C(CCCC1)C(F)(F)F)[N+](=O)[O-])=O (3-Nitro-4-(2-trifluoromethyl-cyclohexylamino)-benzoic acid methyl ester). Reagents/catalysts: [Pd] (palladium on carbon). The solvent is CO (methanol). Conditions: time 16 hour. The product is COC(C1=CC(=C(C=C1)NC1C(CCCC1)C(F)(F)F)N)=O (3-Amino-4-(2-trifluoromethyl-cyclohexylamino)-benzoic acid methyl ester). Isolated yield 96.7%. Reaction SMILES: [CH3:1][O:2][C:3](=[O:24])[C:4]1[CH:9]=[CH:8][C:7]([NH:10][CH:11]2[CH2:16][CH2:15][CH2:14][CH2:13][CH:12]2[C:17]([F:20])([F:19])[F:18])=[C:6]([N+:21]([O-])=O)[CH:5]=1>CO.[Pd]>[CH3:1][O:2][C:3](=[O:24])[C:4]1[CH:9]=[CH:8][C:7]([NH:10][CH:11]2[CH2:16][CH2:15][CH2:14][CH2:13][CH:12]2[C:17]([F:20])([F:18])[F:19])=[C:6]([NH2:21])[CH:5]=1. Reported procedure: 1.63 g 3-Nitro-4-(2-trifluoromethyl-cyclohexylamino)-benzoic acid methyl ester were dissolved in 25 ml methanol, 0.03 g of palladium on carbon (10%) were added and the mixture was hydrogenated at 5 bar for 16 h. The catalyst was removed by filtration over celite, the filtrate was concentrated to obtain 1.44 g (97%) of 3-Amino-4-(2-trifluoromethyl-cyclohexylamino)-benzoic acid methyl ester.